This data is from the Open Reaction Database (ORD), a public repository of structured organic reaction records. The task is: describe an organic reaction: reactants, conditions, products, and yield The solvent is ClCCl (dichloromethane), CN(C)C=O (DMF). The reactants are ClC=1C(=CC2=C(NC(CC(=N2)C2=CC(=CC=C2)N2N=NC=C2CO)=O)C1)N(C)CC(C)C (8-chloro-4-[3-(5-hydroxymethyl-[1,2,3]triazol-1-yl)-phenyl]-7-(isobutyl-methyl-amino)-1,3-dihydro-benzo[b][1,4]diazepin-2-one), S(=O)(Cl)Cl (thionylchloride), [Cl-] (chloride), N1CCCCC1 (piperidine). RXN SMILES: [Cl:1][C:2]1[C:3]([N:27]([CH2:29][CH:30]([CH3:32])[CH3:31])[CH3:28])=[CH:4][C:5]2[N:11]=[C:10]([C:12]3[CH:17]=[CH:16][CH:15]=[C:14]([N:18]4[C:22]([CH2:23]O)=[CH:21][N:20]=[N:19]4)[CH:13]=3)[CH2:9][C:8](=[O:25])[NH:7][C:6]=2[CH:26]=1.S(Cl)(Cl)=O.[Cl-].[NH:38]1[CH2:43][CH2:42][CH2:41][CH2:40][CH2:39]1>ClCCl.CN(C=O)C>[Cl:1][C:2]1[C:3]([N:27]([CH2:29][CH:30]([CH3:31])[CH3:32])[CH3:28])=[CH:4][C:5]2[N:11]=[C:10]([C:12]3[CH:17]=[CH:16][CH:15]=[C:14]([N:18]4[C:22]([CH2:23][N:38]5[CH2:43][CH2:42][CH2:41][CH2:40][CH2:39]5)=[CH:21][N:20]=[N:19]4)[CH:13]=3)[CH2:9][C:8](=[O:25])[NH:7][C:6]=2[CH:26]=1. Procedure: The title compound was prepared from 8-chloro-4-[3-(5-hydroxymethyl-[1,2,3]triazol-1-yl)-phenyl]-7-(isobutyl-methyl-amino)-1,3-dihydro-benzo[b][1,4]diazepin-2-one (Example 101) (220 mg, 0.49 mmol) by reaction with thionylchloride in dichloromethane and subsequent treatment of the corresponding chloride with piperidine in DMF according to the method described in Example 45. Obtained as a light brown solid (250 mg, 99%). Yield: 99.0%. Product: ClC=1C(=CC2=C(NC(CC(=N2)C2=CC(=CC=C2)N2N=NC=C2CN2CCCCC2)=O)C1)N(C)CC(C)C (8-Chloro-7-(isobutyl-methyl-amino)-4-[3-(5-piperidin-1-ylmethyl-[1,2,3]triazol-1-yl)-phenyl]-1,3-dihydro-benzo[b][1,4]diazepin-2-one), solid. The reactants are CCO, COC(=O)C=C(C)C=CCC(C)CCCC(C)(C)SC, [Na+], [OH-], O. Yields the product CSC(C)(C)CCCC(C)CC=CC(C)=CC(=O)O. As a reaction SMILES: [CH3:1][CH2:2][OH:3].[CH3:6][S:7][C:8]([CH2:9][CH2:10][CH2:11][CH:12]([CH2:13][CH:14]=[CH:15][C:16](=[CH:17][C:18](=[O:19])[O:20][CH3:21])[CH3:22])[CH3:23])([CH3:24])[CH3:25].[Na+:5].[OH-:4].[OH2:26]>>[CH3:6][S:7][C:8]([CH2:9][CH2:10][CH2:11][CH:12]([CH2:13][CH:14]=[CH:15][C:16](=[CH:17][C:18](=[O:19])[OH:20])[CH3:22])[CH3:23])([CH3:24])[CH3:25].